From a dataset of the Open Reaction Database (ORD), a public repository of structured organic reaction records. describe an organic reaction: reactants, conditions, products, and yield RXN SMILES: [CH3:29][NH:30][CH3:31].[CH:42]([N:43]([CH:44]([CH3:45])[CH3:46])[CH2:47][CH3:48])([CH3:49])[CH3:50].[Cl:1][c:2]1[n:3][c:4]([C:9](=[O:10])[NH:11][CH:12]2[CH:13]([O:26][CH3:27])[CH2:14][N:15]([c:18]3[s:19][c:20]([C:23](=[O:24])[OH:25])[cH:21][n:22]3)[CH2:16][CH2:17]2)[nH:5][c:6]1[CH2:7][CH3:8].[Cl:51][CH2:52][Cl:53].[ClH:28].[OH:32][n:33]1[c:34]2[c:35]([cH:36][cH:37][cH:38][cH:39]2)[n:40][n:41]1>>[Cl:1][c:2]1[n:3][c:4]([C:9](=[O:10])[NH:11][CH:12]2[CH:13]([O:26][CH3:27])[CH2:14][N:15]([c:18]3[s:19][c:20]([C:23](=[O:24])[N:30]([CH3:29])[CH3:31])[cH:21][n:22]3)[CH2:16][CH2:17]2)[nH:5][c:6]1[CH2:7][CH3:8]. Yields the product CCc1[nH]c(C(=O)NC2CCN(c3ncc(C(=O)N(C)C)s3)CC2OC)nc1Cl. Reactants: CNC, CCN(C(C)C)C(C)C, CCc1[nH]c(C(=O)NC2CCN(c3ncc(C(=O)O)s3)CC2OC)nc1Cl, ClCCl, Cl, On1nnc2ccccc21.